From a dataset of the Open Reaction Database (ORD), a public repository of structured organic reaction records. describe an organic reaction: reactants, conditions, products, and yield Reactants: Cl.Cl.N1CC(C1)OC1=C2C=CN=CC2=CC=C1 (5-(3-Azetidinyloxy)-isoquinoline dihydrochloride), N1CC(C1)OC1=C2C=CN=C(C2=CC=C1)C(C1=CC=CC=C1)C1=CC=CC=C1 (5-(3-azetidinyloxy)-1-(diphenylmethyl)-isoquinoline). Yields the product Cl.ClC=1C(=C2CCCC2=CC1)OC1CNC1 (3-[(5-Chloro-2,3-dihydro-1H-inden-4-yl)oxy]-azetidine hydrochloride). RXN SMILES: [ClH:1].Cl.[NH:3]1[CH2:6][CH:5]([O:7][C:8]2[CH:17]=[CH:16][CH:15]=[C:14]3[C:9]=2[CH:10]=[CH:11]N=[CH:13]3)[CH2:4]1.N1CC(OC2C=CC=C3C=2C=CN=C3C(C2C=CC=CC=2)C2C=CC=CC=2)C1>>[ClH:1].[Cl:1][C:17]1[C:8]([O:7][CH:5]2[CH2:6][NH:3][CH2:4]2)=[C:9]2[C:14](=[CH:15][CH:16]=1)[CH2:13][CH2:11][CH2:10]2 |f:0.1.2,4.5|. Procedure: 5-(3-Azetidinyloxy)-isoquinoline dihydrochloride, mp 198° C. starting from 5-(3-azetidinyloxy)-1-(diphenylmethyl)-isoquinoline. Reactants: O=C([O-])[O-], [Ca+2], F, O=N[O-], Nc1nc(N)c2ncn(C3OC(CO)C(O)C3O)c2n1, [Na+], c1ccncc1. The product is Nc1nc(F)nc2c1ncn2C1OC(CO)C(O)C1O. As a reaction SMILES: [C:25](=[O:26])([O-:27])[O-:28].[Ca+2:29].[FH:30].[N:21]([O-:22])=[O:23].[NH2:1][c:2]1[n:3][c:4]([NH2:20])[c:5]2[n:6][cH:7][n:8]([CH:9]3[CH:10]([OH:11])[CH:12]([OH:13])[CH:14]([CH2:15][OH:16])[O:17]3)[c:18]2[n:19]1.[Na+:24].[cH:31]1[cH:32][cH:33][n:34][cH:35][cH:36]1>>[c:2]1([F:30])[n:3][c:4]([NH2:20])[c:5]2[n:6][cH:7][n:8]([CH:9]3[CH:10]([OH:11])[CH:12]([OH:13])[CH:14]([CH2:15][OH:16])[O:17]3)[c:18]2[n:19]1. The reactants are C1CCOC1, COc1ccc(N=C=O)cc1, COc1ccc2c(c1)C(=CCN)CCC2, O. Product: COc1ccc(NC(=O)NCC=C2CCCc3ccc(OC)cc32)cc1. As a reaction SMILES: [CH2:28]1[O:29][CH2:30][CH2:31][CH2:32]1.[CH3:16][O:17][c:18]1[cH:19][cH:20][c:21]([N:24]=[C:25]=[O:26])[cH:22][cH:23]1.[NH2:1][CH2:2][CH:3]=[C:4]1[CH2:5][CH2:6][CH2:7][c:8]2[cH:9][cH:10][c:11]([O:14][CH3:15])[cH:12][c:13]21.[OH2:27]>>[NH:1]([CH2:2][CH:3]=[C:4]1[CH2:5][CH2:6][CH2:7][c:8]2[cH:9][cH:10][c:11]([O:14][CH3:15])[cH:12][c:13]21)[C:25]([NH:24][c:21]1[cH:20][cH:19][c:18]([O:17][CH3:16])[cH:23][cH:22]1)=[O:26]. Starting materials: [Cl-].[Na+] (sodium chloride), [Cl-].[Ca+2].[Cl-] (calcium chloride), [OH-].[Na+] (sodium hydroxide), S(=O)=O (sulfur dioxide), O=O (oxygen), C(=O)=O (carbon dioxide). The solvent is [Cl-].[Na+].O (brine), O (water). The product is S(=O)(=O)([O-])[O-].[Ca+2] (calcium sulfate), C([O-])([O-])=O.[Ca+2] (calcium carbonate). RXN SMILES: [Cl-].[Na+].[Cl-].[Ca+2:4].[Cl-].[OH-:6].[Na+].[S:8](=[O:10])=[O:9].[O:11]=O.[C:13](=[O:15])=[O:14]>[Cl-].[Na+].O.O>[S:8]([O-:11])([O-:6])(=[O:10])=[O:9].[Ca+2:4].[C:13](=[O:6])([O-:15])[O-:14].[Ca+2:4] |f:0.1,2.3.4,5.6,10.11.12,14.15,16.17|. Procedure: Over a bed of fluidized sand in a fluidized bed incinerator was continuously sprayed a waste brine stream containing as the principal inorganic component, sodium chloride and in addition a few percent calcium chloride and sodium hydroxide. The bed was fluidized with gases containing sulfur dioxide, oxygen, water, and carbon dioxide, so that calcium sulfate and calcium carbonate were formed in the bed and dispersed therethroughout upon reaction of the sulfur dioxide, water, oxygen, sodium hydroxi... Reactants: CC(=O)[O-], CC(=O)[O-], O=C(c1ccc2[nH]c(C(=O)N3CCC(F)(F)CC3)cc2c1)N1CCN(C2CCC2)CC1, ClCCl, [Cu+2], OB(O)c1ccc(N2CCOCC2)nc1, c1ccncc1. Yields the product O=C(c1ccc2c(c1)cc(C(=O)N1CCC(F)(F)CC1)n2-c1ccc(N2CCOCC2)nc1)N1CCN(C2CCC2)CC1. Reaction SMILES: [C:56]([O-:57])(=[O:58])[CH3:59].[C:61]([O-:62])(=[O:63])[CH3:64].[CH:1]1([N:5]2[CH2:6][CH2:7][N:8]([C:11](=[O:12])[c:13]3[cH:14][c:15]4[cH:16][c:17]([C:22](=[O:23])[N:24]5[CH2:25][CH2:26][C:27]([F:30])([F:31])[CH2:28][CH2:29]5)[nH:18][c:19]4[cH:20][cH:21]3)[CH2:9][CH2:10]2)[CH2:2][CH2:3][CH2:4]1.[Cl:53][CH2:54][Cl:55].[Cu+2:60].[O:32]1[CH2:33][CH2:34][N:35]([c:38]2[n:39][cH:40][c:41]([B:44]([OH:45])[OH:46])[cH:42][cH:43]2)[CH2:36][CH2:37]1.[cH:47]1[cH:48][cH:49][n:50][cH:51][cH:52]1>>[CH:1]1([N:5]2[CH2:6][CH2:7][N:8]([C:11](=[O:12])[c:13]3[cH:14][c:15]4[cH:16][c:17]([C:22](=[O:23])[N:24]5[CH2:25][CH2:26][C:27]([F:30])([F:31])[CH2:28][CH2:29]5)[n:18](-[c:41]5[cH:40][n:39][c:38]([N:35]6[CH2:34][CH2:33][O:32][CH2:37][CH2:36]6)[cH:43][cH:42]5)[c:19]4[cH:20][cH:21]3)[CH2:9][CH2:10]2)[CH2:2][CH2:3][CH2:4]1.